From a dataset of the Open Reaction Database (ORD), a public repository of structured organic reaction records. describe an organic reaction: reactants, conditions, products, and yield Starting materials: ClC1=CC(=C(C=C1)[N+](=O)[O-])F (4-Chloro-2-fluoro-1-nitrobenzene), N1N=NC2=NC=CC=C21 (1H-[1,2,3]triazolo[4,5-b]pyridine), C([O-])([O-])=O.[K+].[K+] (Potassium carbonate). Run in CN(C)C=O (DMF). Run at temperature 60 celsius, time 2 hour. Yields the product ClC=1C=CC(=C(C1)N1N=NC2=NC=CC=C21)[N+](=O)[O-] (1-(5-chloro-2-nitrophenyl)-1 H-[1,2,3]triazolo[4,5-b]pyridine). Isolated yield 55.2%. As a reaction SMILES: [Cl:1][C:2]1[CH:7]=[CH:6][C:5]([N+:8]([O-:10])=[O:9])=[C:4](F)[CH:3]=1.[NH:12]1[C:20]2[C:15](=[N:16][CH:17]=[CH:18][CH:19]=2)[N:14]=[N:13]1.C(=O)([O-])[O-].[K+].[K+]>CN(C=O)C>[Cl:1][C:2]1[CH:7]=[CH:6][C:5]([N+:8]([O-:10])=[O:9])=[C:4]([N:12]2[C:20]3[C:15](=[N:16][CH:17]=[CH:18][CH:19]=3)[N:14]=[N:13]2)[CH:3]=1 |f:2.3.4|. Procedure details: 4-Chloro-2-fluoro-1-nitrobenzene (25 g, 142 mmol) and 1H-[1,2,3]triazolo[4,5-b]pyridine (18.8 g, 157 mmol) were slurried in DMF (50 mL) in a 200 mL round-bottom flask fitted with a magnetic stir bar. Potassium carbonate (29.5 g, 214 mmol) was added to the mixture and it was then heates while stirring in a 60°C. oil bath under N2. LCMS analysis after two hours indicated complete consumption of the nitrobenzene and two different isomeric forms of the desired product. Water (250 mL) was subsequentl... Starting materials: BrC=1C=C(SC1)/C=C/C(=O)O ((2E)-3-(4-bromo-2-thienyl)acrylic acid), [N-]=[N+]=[N-].[Na+] (NaN3), O1CCOCC1 (dioxane), O=S(Cl)Cl (SOCl2). The reagents and catalysts are CN(C)C=O (DMF). Solvent: ClCCl (dichloromethane), O (water). Reaction conditions: time 48 hour. The product is BrC1=CSC2=C1C(NC=C2)=O (3-bromothieno[3,2-c]pyridin-4(5H)-one). Reaction SMILES: [Br:1][C:2]1[CH:3]=[C:4](/[CH:7]=[CH:8]/C(O)=O)[S:5][CH:6]=1.O=S(Cl)Cl.[N-:16]=[N+]=[N-].[Na+].[O:20]1[CH2:25]COCC1>ClCCl.CN(C=O)C.O>[Br:1][C:2]1[C:3]2[C:25](=[O:20])[NH:16][CH:8]=[CH:7][C:4]=2[S:5][CH:6]=1 |f:2.3|. Reported procedure: A suspension of (2E)-3-(4-bromo-2-thienyl)acrylic acid (commercially available, 50.2 g, 0.215 mol) in dichloromethane (150 mL) was treated with DMF (2 drops) and SOCl2 (23 mL, 0.315 mol), stirred at room temperature for 48 hours, heated to reflux for 2 hours, and concentrated. The residue was dissolved in dioxane (100 mL) and added to a vigorously stirred solution of NaN3 (25 g, 0.384 mol) in water (100 mL) and dioxane (100 mL) over 10 minutes. The resulting mixture was stirred at room temperatu... The reactants are O=C1OC(CN1)C1=CC(=C(C=C1)C(C(CC(=O)O)C)=O)OC (4-(4-(2-oxo-oxazolidin-5-yl)-methoxyphenyl)-4-oxo-3-methyl-butyric acid), O.NN (hydrazine hydrate). Run in CO (methanol). Yields the product O=C1OC(CN1)C1=CC(=C(C=C1)C=1C(CC(NN1)=O)C)OC (6-(4-(2-Oxo-oxazolidin-5-yl)-methoxy-phenyl)-5-methyl-4,5-dihydro-3(2H)-pyridazinone). Reaction SMILES: [O:1]=[C:2]1[NH:6][CH2:5][CH:4]([C:7]2[CH:12]=[CH:11][C:10]([C:13](=O)[CH:14]([CH3:19])[CH2:15][C:16](O)=[O:17])=[C:9]([O:21][CH3:22])[CH:8]=2)[O:3]1.O.[NH2:24][NH2:25]>CO>[O:1]=[C:2]1[NH:6][CH2:5][CH:4]([C:7]2[CH:12]=[CH:11][C:10]([C:13]3[CH:14]([CH3:19])[CH2:15][C:16](=[O:17])[NH:24][N:25]=3)=[C:9]([O:21][CH3:22])[CH:8]=2)[O:3]1 |f:1.2|. Procedure: 5.9 g (0.019 mole) of 4-(4-(2-oxo-oxazolidin-5-yl)-methoxyphenyl)-4-oxo-3-methyl-butyric acid and 1.5 ml (0.031 mole) of hydrazine hydrate are heated under reflux in 30 ml of methanol for 1 hour. Starting materials: resultant mixture, CCN(C(C)C)C(C)C (DIEA), NC=1C(=NC(=CN1)C(=O)OCC)C1=CC(=C(C(=O)O)C=C1)F (4-(3-amino-6-(ethoxycarbonyl)pyrazin-2-yl)-2-fluorobenzoic acid), N[C@H](CO)C1=CC(=CC(=C1)F)Br ((S)-2-amino-2-(3-bromo-5-fluorophenyl)ethanol), C1=CC2=C(N=C1)N(N=N2)O (HOAt), C(CCl)Cl (EDC). Run in CCOC(=O)C (EtOAc), CN(C)C=O (DMF). Yields the product NC=1N=CC(=NC1C1=CC(=C(C=C1)C(N[C@H](CO)C1=CC(=CC(=C1)F)Br)=O)F)C(=O)OCC ((S)-ethyl 5-amino-6-(4-((1-(3-bromo-5-fluorophenyl)-2-hydroxyethyl)carbamoyl)-3-fluorophenyl)pyrazine-2-carboxylate). Isolated yield 54.8%. Reaction SMILES: [NH2:1][C:2]1[C:3]([C:13]2[CH:21]=[CH:20][C:16]([C:17]([OH:19])=O)=[C:15]([F:22])[CH:14]=2)=[N:4][C:5]([C:8]([O:10][CH2:11][CH3:12])=[O:9])=[CH:6][N:7]=1.[NH2:23][C@@H:24]([C:27]1[CH:32]=[C:31]([F:33])[CH:30]=[C:29]([Br:34])[CH:28]=1)[CH2:25][OH:26].C1C=NC2N(O)N=NC=2C=1.C(Cl)CCl.CCN(C(C)C)C(C)C>CN(C=O)C.CCOC(C)=O>[NH2:1][C:2]1[N:7]=[CH:6][C:5]([C:8]([O:10][CH2:11][CH3:12])=[O:9])=[N:4][C:3]=1[C:13]1[CH:21]=[CH:20][C:16]([C:17](=[O:19])[NH:23][C@@H:24]([C:27]2[CH:32]=[C:31]([F:33])[CH:30]=[C:29]([Br:34])[CH:28]=2)[CH2:25][OH:26])=[C:15]([F:22])[CH:14]=1. Procedure details: To a mixture of 4-(3-amino-6-(ethoxycarbonyl)pyrazin-2-yl)-2-fluorobenzoic acid (0.214 g, 0.7 mmol), (S)-2-amino-2-(3-bromo-5-fluorophenyl)ethanol (272 mg, 1.009 mmol),HOAt (187 mg, 1.376 mmol) and EDC (264 mg, 1.376 mmol) in DMF (2.5 mL) was added DIEA (0.961 mL, 5.50 mmol). The resultant mixture was stirred over night at RT. The mixture was diluted with EtOAc, washed with water three times and brine, dried, concentrated to afford the crude product as a light yellow viscous liquid. ISCO purific... Starting materials: C(C)OC(C[C@H](C1=CC=CC=C1)NC(CN1C[C@@H](OC2=C(C1=O)C=C(C=C2)NC(=O)NCC2=CC=CC=C2)C2=CC=CC=C2)=O)=O ((R,S)-3-{2-[7-(3-benzyl-ureido)-5-oxo-2-phenyl-2,3-dihydro-5H-benzo[f][1,4]oxazepin-4-yl]-acetylamino}-3-phenyl-propionic acid ethyl ester), [Li+].[OH-] (LiOH). Product: C(C1=CC=CC=C1)NC(NC=1C=CC2=C(C(N(C[C@@H](O2)C2=CC=CC=C2)CC(=O)N[C@H](CC(=O)O)C2=CC=CC=C2)=O)C1)=O ((R,S)-3-{2-[7-(3-benzyl-ureido)-5-oxo-2-phenyl-2,3-dihydro-5H-benzo[f][1,4]oxazepin-4-yl]-acetylamino}-3-phenyl-propionic acid). The yield is 87.5%. Reaction SMILES: C([O:3][C:4](=[O:46])[CH2:5][C@@H:6]([NH:13][C:14](=[O:45])[CH2:15][N:16]1[C:22](=[O:23])[C:21]2[CH:24]=[C:25]([NH:28][C:29]([NH:31][CH2:32][C:33]3[CH:38]=[CH:37][CH:36]=[CH:35][CH:34]=3)=[O:30])[CH:26]=[CH:27][C:20]=2[O:19][C@@H:18]([C:39]2[CH:44]=[CH:43][CH:42]=[CH:41][CH:40]=2)[CH2:17]1)[C:7]1[CH:12]=[CH:11][CH:10]=[CH:9][CH:8]=1)C.[Li+].[OH-]>>[CH2:32]([NH:31][C:29](=[O:30])[NH:28][C:25]1[CH:26]=[CH:27][C:20]2[O:19][C@@H:18]([C:39]3[CH:44]=[CH:43][CH:42]=[CH:41][CH:40]=3)[CH2:17][N:16]([CH2:15][C:14]([NH:13][C@@H:6]([C:7]3[CH:12]=[CH:11][CH:10]=[CH:9][CH:8]=3)[CH2:5][C:4]([OH:46])=[O:3])=[O:45])[C:22](=[O:23])[C:21]=2[CH:24]=1)[C:33]1[CH:38]=[CH:37][CH:36]=[CH:35][CH:34]=1 |f:1.2|. Procedure details: Hydrolysis of (R,S)-3-{2-[7-(3-benzyl-ureido)-5-oxo-2-phenyl-2,3-dihydro-5H-benzo[f][1,4]oxazepin-4-yl]-acetylamino}-3-phenyl-propionic acid ethyl ester (0.15 g, 0.24 mmol) in the presence of aqueous LiOH, as described in Example 1, yielded (R,S)-3-{2-[7-(3-benzyl-ureido)-5-oxo-2-phenyl-2,3-dihydro-5H-benzo[f][1,4]oxazepin-4-yl]-acetylamino}-3-phenyl-propionic acid (0.125 g, 0.21 mmol): mp. 138-140° C.; MS (ISP) 593 (M+1)+. Isolated yield 87.8%. Reagents/catalysts: [Pd] (palladium on charcoal). Reaction conditions: temperature 90 celsius. Run in C(C)O (ethanol), C1=CCCCC1 (cyclohexene). Reaction SMILES: C(OC([N:11]1[CH2:16][CH2:15][CH2:14][CH:13]([C:17]2[O:18][C:19]([C:32]3[CH:37]=[CH:36][N:35]=[CH:34][CH:33]=3)=[C:20]([C:22]3[CH:23]=[C:24]4[C:28](=[CH:29][CH:30]=3)[C:27](=[O:31])[CH2:26][CH2:25]4)[CH:21]=2)[CH2:12]1)=O)C1C=CC=CC=1>C(O)C.C1CCCCC=1.[Pd]>[NH:11]1[CH2:16][CH2:15][CH2:14][CH:13]([C:17]2[O:18][C:19]([C:32]3[CH:33]=[CH:34][N:35]=[CH:36][CH:37]=3)=[C:20]([C:22]3[CH:23]=[C:24]4[C:28](=[CH:29][CH:30]=3)[C:27](=[O:31])[CH2:26][CH2:25]4)[CH:21]=2)[CH2:12]1. The product is N1CC(CCC1)C1=CC(=C(O1)C1=CC=NC=C1)C=1C=C2CCC(C2=CC1)=O (5-(5-Piperidin-3-yl-2-pyridin-4-yl-furan-3-yl)-indan-1-one). Procedure: A solution of the product of Step 5 (2.3 g, 4.67 mmol) in ethanol (100 ml) and cyclohexene (60 ml) was treated with 10% palladium on charcoal (0.8 g) and heated at 90° C. for 1.5 hours. After cooling to room temperature, the reaction mixture was filtered through celite and washed several times with ethanol. The filtrate was evaporated in vacuo and the residue purified by silica gel chromatography eluting with chloroform/ethanol/0.880 ammonia solution (95:4.5:0.5) followed by (90:9:1) to yield th... Starting materials: C(C1=CC=CC=C1)OC(=O)N1CC(CCC1)C=1OC(=C(C1)C=1C=C2CCC(C2=CC1)=O)C1=CC=NC=C1 (3-[4-(1-Oxo-indan-5-yl)-5-pyridin-4-yl-furan-2-yl]-piperidine-1-carboxylic acid benzyl ester).